Dataset: the Open Reaction Database (ORD), a public repository of structured organic reaction records. Task: describe an organic reaction: reactants, conditions, products, and yield The reactants are Cl (HCl), C(C)(C)(C)OC(=O)N1CC(C(CC1)N1CCOCC1)F (3-Fluoro-4-morpholin-4-yl-piperidine-1-carboxylic acid tert-butyl ester). Run in CCOCC (Et2O), C(Cl)Cl (DCM). Reaction conditions: time 4 day. Product: FC1CNCCC1N1CCOCC1 (4-(3-Fluoro-piperidin-4-yl)-morpholine). As a reaction SMILES: Cl.C(OC([N:9]1[CH2:14][CH2:13][CH:12]([N:15]2[CH2:20][CH2:19][O:18][CH2:17][CH2:16]2)[CH:11]([F:21])[CH2:10]1)=O)(C)(C)C>CCOCC.C(Cl)Cl>[F:21][CH:11]1[CH:12]([N:15]2[CH2:16][CH2:17][O:18][CH2:19][CH2:20]2)[CH2:13][CH2:14][NH:9][CH2:10]1. Procedure details: 2.0 N HCl in Et2O (15 mL) was added to a solution of 3-Fluoro-4-morpholin-4-yl-piperidine-1-carboxylic acid tert-butyl ester (1.28 g, 4.44 mmol) in DCM (2 mL) and the resulting suspension was stirred at room temperature 4 days. The precipitate was filtered off and tritured with Et2O (2×5 mL) Na2CO3 saturated solution (10 mL) was added and the resulting solution was concentrated under reduced pressure. EtOH (15 mL) was added and precipitate was filtered off.